Dataset: the Open Reaction Database (ORD), a public repository of structured organic reaction records. Task: describe an organic reaction: reactants, conditions, products, and yield Reactants: [Cl-].[NH4+] (ammonium chloride), CC(C)([O-])C.[K+] (Potassium t-butoxide), C1(=CC=CC=C1)CN1S(NC(C1=O)(CCC)C)(=O)=O (2-phenylmethyl-4-methyl-4-propyl-1,2,5-thiadiazolidin-3-one 1,1-dioxide), CI (methyl iodide). Run in C1CCOC1 (THF). Reaction conditions: time 1 hour. Product: C1(=CC=CC=C1)CN1S(N(C(C1=O)(CCC)C)C)(=O)=O (2-phenylmethyl-4-methyl-4 -propyl-5-methyl-1,2,5-thiadiazolidin-3-one 1,1-dioxide). Isolated yield 98.2%. As a reaction SMILES: [CH3:1]C(C)([O-])C.[K+].[C:7]1([CH2:13][N:14]2[C:18](=[O:19])[C:17]([CH3:23])([CH2:20][CH2:21][CH3:22])[NH:16][S:15]2(=[O:25])=[O:24])[CH:12]=[CH:11][CH:10]=[CH:9][CH:8]=1.CI.[Cl-].[NH4+]>C1COCC1>[C:7]1([CH2:13][N:14]2[C:18](=[O:19])[C:17]([CH3:23])([CH2:20][CH2:21][CH3:22])[N:16]([CH3:1])[S:15]2(=[O:24])=[O:25])[CH:8]=[CH:9][CH:10]=[CH:11][CH:12]=1 |f:0.1,4.5|. Reported procedure: Potassium t-butoxide (3.93 g, 35.06 mmol) was added in one portion to a solution of 2-phenylmethyl-4-methyl-4-propyl-1,2,5-thiadiazolidin-3-one 1,1-dioxide (9 g, 31.87 mmol) in 250 ml of THF at 0° C. and the mixture was stirred under nitrogen at this temperature for 1 hour. To the mixture was added methyl iodide (27.14 g, 191.22 mmol) at 0° C. and the resulting mixture was allowed to stir at 0° C. for 1/2 hour and at room temperature for 11 hours. The resulting mixture was poured into 400 ml of ...